This data is from the Open Reaction Database (ORD), a public repository of structured organic reaction records. The task is: describe an organic reaction: reactants, conditions, products, and yield Solvent: O1CCCC1 (tetrahydrofuran). Reactants: CC1=CC(=C(C=C1C)NC(OC1=CC=CC=C1)=S)OC (Phenyl N-(4,5-dimethyl-2-methoxyphenyl)thiocarbamate), COC=1C=C(C=C(C1)OC)N1CCNCC1 (1-(3,5-dimethoxyphenyl)piperazine), C1CCC2=NCCCN2CC1 (DBU). RXN SMILES: [CH3:1][C:2]1[C:7]([CH3:8])=[CH:6][C:5]([NH:9][C:10](=[S:18])OC2C=CC=CC=2)=[C:4]([O:19][CH3:20])[CH:3]=1.[CH3:21][O:22][C:23]1[CH:24]=[C:25]([N:31]2[CH2:36][CH2:35][NH:34][CH2:33][CH2:32]2)[CH:26]=[C:27]([O:29][CH3:30])[CH:28]=1.C1CCN2C(=NCCC2)CC1>O1CCCC1>[CH3:1][C:2]1[C:7]([CH3:8])=[CH:6][C:5]([NH:9][C:10]([N:34]2[CH2:33][CH2:32][N:31]([C:25]3[CH:24]=[C:23]([O:22][CH3:21])[CH:28]=[C:27]([O:29][CH3:30])[CH:26]=3)[CH2:36][CH2:35]2)=[S:18])=[C:4]([O:19][CH3:20])[CH:3]=1. The product is CC1=CC(=C(C=C1C)NC(=S)N1CCN(CC1)C1=CC(=CC(=C1)OC)OC)OC (1-[(4,5-Dimethyl-2-methoxyphenyl)aminothiocarbonyl]-4-(3,5-dimethoxyphenyl)piperazine). Procedure details: Phenyl N-(4,5-dimethyl-2-methoxyphenyl)thiocarbamate(0.2 g, 0.7 mmol) and 1-(3,5-dimethoxyphenyl)piperazine(0.16 g, 0.7 mmol) were dissolved in tetrahydrofuran(10 ml) and thereto DBU(0.11 g, 0.7 mmole) was added, followed by stirring at room temperature for 2 hours. The resulting product was concentrated and purified by chromatography to obtain the titled compound. Yield: 84.0%. Conditions: time 2 hour. Starting materials: C(=O)(O)[O-].[Na+] (NaHCO3), C(C)(=O)OCC (ethyl acetate), C(CCC)C=1N=C(SC1CCl)C1=CC=C(C=C1)C(F)(F)F (4-Butyl-5-chloromethyl-2-(4-trifluoromethyl-phenyl)-thiazole), C(C)#N (acetonitrile). Reagents/catalysts: [C-]#N.C(CCC)[N+](CCCC)(CCCC)CCCC (tetrabutylammoniumcyanide). Yields the product C(CCC)C=1N=C(SC1CC#N)C1=CC=C(C=C1)C(F)(F)F ([4-Butyl-2-(4-trifluoromethyl-phenyl)-thiazol-5-yl]-acetonitrile). As a reaction SMILES: [CH2:1]([C:5]1[N:6]=[C:7]([C:12]2[CH:17]=[CH:16][C:15]([C:18]([F:21])([F:20])[F:19])=[CH:14][CH:13]=2)[S:8][C:9]=1[CH2:10]Cl)[CH2:2][CH2:3][CH3:4].C([O-])(O)=O.[Na+].C(OCC)(=O)C.[C:33](#[N:35])C>[C-]#N.C([N+](CCCC)(CCCC)CCCC)CCC>[CH2:1]([C:5]1[N:6]=[C:7]([C:12]2[CH:17]=[CH:16][C:15]([C:18]([F:21])([F:20])[F:19])=[CH:14][CH:13]=2)[S:8][C:9]=1[CH2:10][C:33]#[N:35])[CH2:2][CH2:3][CH3:4] |f:1.2,5.6|. Reported procedure: 3.0 g 4-Butyl-5-chloromethyl-2-(4-trifluoromethyl-phenyl)-thiazole were dissolved in 50 ml acetonitrile. To this solution was added 2.89 g tetrabutylammoniumcyanide. The reaction mixture was stirred at room temperature for thirty minutes. Then a mixture of saturated NaHCO3 solution, ice and ethyl acetate was added. The aqueous phase was separated and extracted three times with portions of 30 ml ethylacetate. The combined organic layers were washed with ice cold water and brine and dried over MgS... Reactants: Cl.NO (hydroxylamine hydrochloride), OC1=C(C(=O)OC)C=CC(=C1)I (methyl 2-hydroxy-4-iodobenzoate), Cl (hydrochloric acid). The solvent is [OH-].[Na+] (sodium hydroxide). Conditions: time 2 hour. Product: ONC(C1=C(C=C(C=C1)I)O)=O (N-Hydroxy-2-hydroxy-4-iodobenzamide). RXN SMILES: [OH:1][C:2]1[CH:11]=[C:10]([I:12])[CH:9]=[CH:8][C:3]=1[C:4](OC)=[O:5].Cl.[NH2:14][OH:15].Cl>[OH-].[Na+]>[OH:15][NH:14][C:4](=[O:5])[C:3]1[CH:8]=[CH:9][C:10]([I:12])=[CH:11][C:2]=1[OH:1] |f:1.2,4.5|. Procedure: 23.3 g (84 mmol) of methyl 2-hydroxy-4-iodobenzoate and 360 ml of sodium hydroxide solution (1 N) are introduced into a three-necked flask under a stream of nitrogen. 8 g (113 mmol) of hydroxylamine hydrochloride are added and the mixture is stirred at room temperature for two hours. The reaction medium is adjusted to pH 7-8 with concentrated hydrochloric acid and the solid is filtered off. The solid is dissolved in ethyl acetate and washed with water, and the organic phase is separated out afte... Starting materials: Cl.FC1=C(C=C(C=C1)F)[C@@H]1NCC(C1)(F)F ((R)-2-(2,5-difluorophenyl)-4,4-difluoropyrrolidine hydrochloride), BrC1=CC=2N(C=C1)N=CC2C(=O)OCC (Ethyl 5-bromopyrazolo[1,5-a]pyridine-3-carboxylate). Product: FC1=C(C=C(C=C1)F)C1N(CC(C1)(F)F)C1=CC=2N(C=C1)N=CC2C(=O)OCC (Ethyl 5-(2-(2,5-difluorophenyl)-4,4-difluoropyrrolidin-1-yl)pyrazolo[1,5-a]pyridine-3-carboxylate). RXN SMILES: Cl.[F:2][C:3]1[CH:8]=[CH:7][C:6]([F:9])=[CH:5][C:4]=1[C@H:10]1[CH2:14][C:13]([F:16])([F:15])[CH2:12][NH:11]1.Br[C:18]1[CH:23]=[CH:22][N:21]2[N:24]=[CH:25][C:26]([C:27]([O:29][CH2:30][CH3:31])=[O:28])=[C:20]2[CH:19]=1>>[F:2][C:3]1[CH:8]=[CH:7][C:6]([F:9])=[CH:5][C:4]=1[CH:10]1[CH2:14][C:13]([F:15])([F:16])[CH2:12][N:11]1[C:18]1[CH:23]=[CH:22][N:21]2[N:24]=[CH:25][C:26]([C:27]([O:29][CH2:30][CH3:31])=[O:28])=[C:20]2[CH:19]=1 |f:0.1|. Reported procedure: The title compound (Int-72) was prepared by the method similar to that for Int-84 using (R)-2-(2,5-difluorophenyl)-4,4-difluoropyrrolidine hydrochloride and Ethyl 5-bromopyrazolo[1,5-a]pyridine-3-carboxylate to afford as yellow solid. LCMS (ESI): m/z 408.1 (M+H). Starting materials: COCCO (methyl glycol), BrC1=C(C(=C(C(=C1O)Br)Br)Br)Br (pentabromophenol), [OH-].[Na+] (sodium hydroxide), ClCC1=CC=C(C=C1)C (1-chloromethyl-4-methyl-benzene). Solvent: O (water). Yields the product BrC1=C(C(=C(C(=C1C(C1=CC=C(C=C1)C)OC(C1=CC=C(C=C1)C)C1=C(C(=C(C(=C1Br)Br)Br)Br)Br)Br)Br)Br)Br (pentabromophenyl-(4-methylbenzyl) ether). RXN SMILES: [CH3:1][O:2][CH2:3][CH2:4]O.[Br:6][C:7]1[C:12](O)=[C:11]([Br:14])[C:10]([Br:15])=[C:9]([Br:16])[C:8]=1[Br:17].[OH-].[Na+].ClC[C:22]1[CH:27]=[CH:26][C:25]([CH3:28])=[CH:24][CH:23]=1>O>[Br:6][C:7]1[C:12]([CH:1]([O:2][CH:3]([C:4]2[C:11]([Br:14])=[C:10]([Br:15])[C:9]([Br:16])=[C:8]([Br:17])[C:7]=2[Br:6])[C:22]2[CH:23]=[CH:24][C:25]([CH3:28])=[CH:26][CH:27]=2)[C:22]2[CH:27]=[CH:26][C:25]([CH3:28])=[CH:24][CH:23]=2)=[C:11]([Br:14])[C:10]([Br:15])=[C:9]([Br:16])[C:8]=1[Br:17] |f:2.3|. Reported procedure: 600 ml. of methyl glycol, 97.75 g (0.2 mole) of pentabromophenol, 8 g (0.2 mole) of sodium hydroxide in 8 ml of water, and 28.12 g (0.2 mole) of 1-chloromethyl-4-methyl-benzene were reacted in the manner previously described. At 65° C. the reaction perceptibly commenced. The ether crystallized in long needles during the refluxing of the mixture. Yield: 96 g (81%), M.P. 194° C. 10 g recrystallized from 300 ml of methoxyethyl chloride had a melting point of 200°-202° C. Reactants: CC(C)(C)OC(=O)N1CCNCC1, CCN=C=NCCCN(C)C, ClCCl, Cl, O=C(O)c1cc2cccc([N+](=O)[O-])c2[nH]1. Yields the product CC(C)(C)OC(=O)N1CCN(C(=O)c2cc3cccc([N+](=O)[O-])c3[nH]2)CC1. Reaction SMILES: [C:28]([CH3:29])([CH3:30])([CH3:31])[O:32][C:33](=[O:34])[N:35]1[CH2:36][CH2:37][NH:38][CH2:39][CH2:40]1.[CH3:17][N:18]([CH3:19])[CH2:20][CH2:21][CH2:22][N:23]=[C:24]=[N:25][CH2:26][CH3:27].[Cl:41][CH2:42][Cl:43].[ClH:16].[N+:1](=[O:2])([O-:3])[c:4]1[cH:5][cH:6][cH:7][c:8]2[cH:9][c:10]([C:13](=[O:14])[OH:15])[nH:11][c:12]12>>[N+:1](=[O:2])([O-:3])[c:4]1[cH:5][cH:6][cH:7][c:8]2[cH:9][c:10]([C:13](=[O:15])[N:38]3[CH2:37][CH2:36][N:35]([C:33]([O:32][C:28]([CH3:29])([CH3:30])[CH3:31])=[O:34])[CH2:40][CH2:39]3)[nH:11][c:12]12. Reactants: FC(C=1C=CC(=C(N)C1)OC)(F)F (5-(Trifluoromethyl)-2-methoxyaniline), FC(C=1C=CC(=C(C1)N=C=O)OC)(F)F (5-(trifluoromethyl)-2-methoxyphenyl isocyanate), C(=O)(O)C=1C=C(OC2=CC=C(N)C=C2)C=CC1 (4-(3-Carboxyphenoxy)aniline), FC(C=1C=CC(=C(C1)N=C=O)OC)(F)F (5-(trifluoromethyl)-2-methoxyphenyl isocyanate). Yields the product C(=O)(O)C=1C=C(OC2=CC=C(N)C=C2)C=CC1 (4-(3-Carboxyphenoxy)aniline), FC(C=1C=CC(=C(C1)NC(=O)NC1=CC(=CC=C1)C(=O)O)OC)(F)F (N-(5-(trifluoromethyl)-2-methoxyphenyl)-N′-(3-carboxyphenyl) urea). Reaction SMILES: [F:1][C:2]([F:13])([F:12])[C:3]1[CH:4]=[CH:5][C:6]([O:10][CH3:11])=[C:7]([CH:9]=1)[NH2:8].FC(F)(F)C1C=CC(OC)=C([N:22]=[C:23]=[O:24])C=1.[C:29]([C:32]1[CH:33]=[C:34]([CH:43]=[CH:44][CH:45]=1)[O:35][C:36]1[CH:42]=[CH:41][C:39]([NH2:40])=[CH:38][CH:37]=1)([OH:31])=[O:30]>>[C:29]([C:32]1[CH:33]=[C:34]([CH:43]=[CH:44][CH:45]=1)[O:35][C:36]1[CH:42]=[CH:41][C:39]([NH2:40])=[CH:38][CH:37]=1)([OH:31])=[O:30].[F:1][C:2]([F:12])([F:13])[C:3]1[CH:4]=[CH:5][C:6]([O:10][CH3:11])=[C:7]([NH:8][C:23]([NH:22][C:34]2[CH:43]=[CH:44][CH:45]=[C:32]([C:29]([OH:31])=[O:30])[CH:33]=2)=[O:24])[CH:9]=1. Procedure details: Entry 34: 4-(3-Carboxyphenoxy)aniline was synthesized according to Method A11. 5-(Trifluoromethyl)-2-methoxyaniline was converted into 5-(trifluoromethyl)-2-methoxyphenyl isocyanate according to Method B1. 4-(3-Carboxyphenoxy)aniline was reacted with 5-(trifluoromethyl)-2-methoxyphenyl isocyanate according to Method C1f to afford N-(5-(trifluoromethyl)-2-methoxyphenyl)-N′-(3-carboxyphenyl) urea, which was coupled with 3-aminopyridine according to Method D1c.